Dataset: the Open Reaction Database (ORD), a public repository of structured organic reaction records. Task: describe an organic reaction: reactants, conditions, products, and yield Reactants: CC1SC(C(=O)O)Cc2cc3c(cc2C1=O)OCO3, CCN=C=NCCCN(C)C, Cl, Nc1ccc(CN2CCCCC2)cc1, CN(C)C=O, O. The product is CC1SC(C(=O)Nc2ccc(CN3CCCCC3)cc2)Cc2cc3c(cc2C1=O)OCO3. Reaction SMILES: [CH2:1]1[O:2][c:3]2[cH:4][c:5]3[c:6]([cH:17][c:18]2[O:19]1)[CH2:7][CH:8]([C:14](=[O:15])[OH:16])[S:9][CH:10]([CH3:13])[C:11]3=[O:12].[CH2:35]([N:36]=[C:37]=[N:38][CH2:39][CH2:40][CH2:41][N:42]([CH3:43])[CH3:44])[CH3:45].[ClH:34].[NH2:20][c:21]1[cH:22][cH:23][c:24]([CH2:25][N:26]2[CH2:27][CH2:28][CH2:29][CH2:30][CH2:31]2)[cH:32][cH:33]1.[O:47]=[CH:48][N:49]([CH3:50])[CH3:51].[OH2:46]>>[CH2:1]1[O:2][c:3]2[cH:4][c:5]3[c:6]([cH:17][c:18]2[O:19]1)[CH2:7][CH:8]([C:14](=[O:16])[NH:20][c:21]1[cH:22][cH:23][c:24]([CH2:25][N:26]2[CH2:27][CH2:28][CH2:29][CH2:30][CH2:31]2)[cH:32][cH:33]1)[S:9][CH:10]([CH3:13])[C:11]3=[O:12]. The reactants are CCO, Cl, COC(=O)Nc1nc2ccccc2n1CCCN1CCN(C(c2ccccc2)c2ccccc2)CC1. Yields the product Nc1nc2ccccc2n1CCCN1CCN(C(c2ccccc2)c2ccccc2)CC1. RXN SMILES: [CH3:38][CH2:39][OH:40].[ClH:37].[c:1]1([CH:7]([N:8]2[CH2:9][CH2:10][N:11]([CH2:14][CH2:15][CH2:16][n:17]3[c:18]([NH:26][C:27](=[O:28])[O:29][CH3:30])[n:19][c:20]4[c:21]3[cH:22][cH:23][cH:24][cH:25]4)[CH2:12][CH2:13]2)[c:31]2[cH:32][cH:33][cH:34][cH:35][cH:36]2)[cH:2][cH:3][cH:4][cH:5][cH:6]1>>[c:1]1([CH:7]([N:8]2[CH2:9][CH2:10][N:11]([CH2:14][CH2:15][CH2:16][n:17]3[c:18]([NH2:26])[n:19][c:20]4[c:21]3[cH:22][cH:23][cH:24][cH:25]4)[CH2:12][CH2:13]2)[c:31]2[cH:32][cH:33][cH:34][cH:35][cH:36]2)[cH:2][cH:3][cH:4][cH:5][cH:6]1. Reaction SMILES: [Br:1][C:2]1[CH:3]=[C:4]([C:8]2[N:9]=[C:10]3[C:15]([CH3:16])=[C:14]([CH3:17])[C:13]([C:18](O)=[O:19])=[C:12]([Cl:21])[N:11]3[CH:22]=2)[CH:5]=[CH:6][CH:7]=1.BrC1C=C(C2N=C3C=C(C)C(C(=O)[C:40]([O:42][CH3:43])=[O:41])=C(Cl)N3C=2)C=CC=1>>[Br:1][C:2]1[CH:3]=[C:4]([C:8]2[N:9]=[C:10]3[C:15]([CH3:16])=[C:14]([CH3:17])[C:13]([C:18](=[O:19])[C:40]([O:42][CH3:43])=[O:41])=[C:12]([Cl:21])[N:11]3[CH:22]=2)[CH:5]=[CH:6][CH:7]=1. Procedure: Prepared from 2-(3-bromophenyl)-5-chloro-7,8-dimethylimidazo[1,2-a]pyridine-6-carboxylic acid following the same procedure as methyl 2-(2-(3-bromophenyl)-5-chloro-7-methylimidazo[1,2-a]pyridin-6-yl)-2-oxoacetate. LCMS (ESI, M+1): 420.85. Starting materials: BrC=1C=C(C=CC1)C=1N=C2N(C(=C(C(=C2C)C)C(=O)O)Cl)C1 (2-(3-bromophenyl)-5-chloro-7,8-dimethylimidazo[1,2-a]pyridine-6-carboxylic acid), BrC=1C=C(C=CC1)C=1N=C2N(C(=C(C(=C2)C)C(C(=O)OC)=O)Cl)C1 (methyl 2-(2-(3-bromophenyl)-5-chloro-7-methylimidazo[1,2-a]pyridin-6-yl)-2-oxoacetate). Product: BrC=1C=C(C=CC1)C=1N=C2N(C(=C(C(=C2C)C)C(C(=O)OC)=O)Cl)C1 (Methyl 2-(2-(3-bromophenyl)-5-chloro-7,8-dimethylimidazo[1,2-a]pyridin-6-yl)-2-oxoacetate). The reactants are [Li]CCCC (n-BuLi), BrC1=CC(=NC=C1)N(C)C (4-bromo-N,N-dimethylpyridin-2-amine), C(C1=CC=CC=C1)N(C1CCC(CC1)=O)C (4-(benzyl(methyl)amino)cyclo-hexanone). Run in C(C)OCC (diethyl ether), C(C)OCC (diethyl ether). Run at time 45 minute. The product is C(C1=CC=CC=C1)N(C1CCC(CC1)(O)C1=CC(=NC=C1)N(C)C)C (4-(Benzyl(methyl)amino)-1-(2-(dimethylamino)pyridin-4-yl)cyclohexanol). The yield is 71.0%. As a reaction SMILES: [Li]CCCC.Br[C:7]1[CH:12]=[CH:11][N:10]=[C:9]([N:13]([CH3:15])[CH3:14])[CH:8]=1.[CH2:16]([N:23]([CH3:31])[CH:24]1[CH2:29][CH2:28][C:27](=[O:30])[CH2:26][CH2:25]1)[C:17]1[CH:22]=[CH:21][CH:20]=[CH:19][CH:18]=1>C(OCC)C>[CH2:16]([N:23]([CH3:31])[CH:24]1[CH2:29][CH2:28][C:27]([C:7]2[CH:12]=[CH:11][N:10]=[C:9]([N:13]([CH3:15])[CH3:14])[CH:8]=2)([OH:30])[CH2:26][CH2:25]1)[C:17]1[CH:22]=[CH:21][CH:20]=[CH:19][CH:18]=1. Reported procedure: n-BuLi (3 ml, 5.98 mmol, 1.2 eq., 2 M solution in hexane) was added at −78° C. to a solution of 4-bromo-N,N-dimethylpyridin-2-amine (978 mg, 5.23 mmol, 1.05 eq.) in diethyl ether (15 ml) and the mixture was stirred for 45 minutes. A solution of 4-(benzyl(methyl)amino)cyclo-hexanone (stage 3, AMN-50) (1.08 g, 4.9, 8 mmol 1.0 eq.) in diethyl ether (10 ml) was added dropwise thereto at the same temperature. The reaction mixture was stirred for 16 hours at RT and was then hydrolyzed with sat. ammoni... The reactants are C(#N)CCN1C2=CC=CC=C2C=2C=CC=CC12 (9-(β-cyanoethyl)-carbazole), ice water, nitrile, [N+](=O)(O)[O-] (nitric acid). Run in C(C)(=O)O (acetic acid), C(C)(=O)O (acetic acid). Reaction conditions: temperature 80 celsius. Product: C(#N)CCN1C2=CC=CC=C2C=2C=C(C=CC12)[N+](=O)[O-] (9-(β-cyanoethyl)-3-nitrocarbazole). Yield: 79.9%. RXN SMILES: [C:1]([CH2:3][CH2:4][N:5]1[C:17]2[CH:16]=[CH:15][CH:14]=[CH:13][C:12]=2[C:11]2[C:6]1=[CH:7][CH:8]=[CH:9][CH:10]=2)#[N:2].[N+:18]([O-])([OH:20])=[O:19]>C(O)(=O)C>[C:1]([CH2:3][CH2:4][N:5]1[C:17]2[CH:16]=[CH:15][C:14]([N+:18]([O-:20])=[O:19])=[CH:13][C:12]=2[C:11]2[C:6]1=[CH:7][CH:8]=[CH:9][CH:10]=2)#[N:2]. Procedure: 17,9 g (0.08 mol) of the 9-(β-cyanoethyl)-carbazole thus obtained were suspended in 108 ml glacial acetic acid in a three-necked flask equipped with a stirrer, condenser, thermometer and dropping funnel and a mixture of 13.5 ml glacial acetic acid and 6.75 ml 65% nitric acid were added dropwise, while stirring, at 80°C, the nitrile thereby going into solution. The reaction mixture was further stirred for 15 minutes at 80°C, cooled and thereafter added dropwise into 200 ml ice water. The precipit...